From a dataset of the Open Reaction Database (ORD), a public repository of structured organic reaction records. describe an organic reaction: reactants, conditions, products, and yield Reactants: FC(C1=C(CN2C(=NC3=C2C=C(C=C3)O)C3=CC(=C(C(=C3)OC)OC)OC)C=CC=C1)(F)F (1-(2-trifluoromethylbenzyl)-2-(3,4,5-trimethoxyphenyl)-6-hydroxybenzimidazole), N1(CCCCC1)CCCCl (3-(piperidin-1-yl)propyl chloride). Product: FC(C1=C(CN2C(=NC3=C2C=C(C=C3)OCCCN3CCCCC3)C3=CC(=C(C(=C3)OC)OC)OC)C=CC=C1)(F)F (1-(2-trifluoromethylbenzyl)-2-(3,4,5-trimethoxyphenyl)-6-[3-(piperidin-1-yl)propoxy]benzimidazole). RXN SMILES: [F:1][C:2]([F:33])([F:32])[C:3]1[CH:31]=[CH:30][CH:29]=[CH:28][C:4]=1[CH2:5][N:6]1[C:10]2[CH:11]=[C:12]([OH:15])[CH:13]=[CH:14][C:9]=2[N:8]=[C:7]1[C:16]1[CH:21]=[C:20]([O:22][CH3:23])[C:19]([O:24][CH3:25])=[C:18]([O:26][CH3:27])[CH:17]=1.[N:34]1([CH2:40][CH2:41][CH2:42]Cl)[CH2:39][CH2:38][CH2:37][CH2:36][CH2:35]1>>[F:33][C:2]([F:1])([F:32])[C:3]1[CH:31]=[CH:30][CH:29]=[CH:28][C:4]=1[CH2:5][N:6]1[C:10]2[CH:11]=[C:12]([O:15][CH2:42][CH2:41][CH2:40][N:34]3[CH2:39][CH2:38][CH2:37][CH2:36][CH2:35]3)[CH:13]=[CH:14][C:9]=2[N:8]=[C:7]1[C:16]1[CH:17]=[C:18]([O:26][CH3:27])[C:19]([O:24][CH3:25])=[C:20]([O:22][CH3:23])[CH:21]=1. Procedure details: The title compound was prepared by reacting the compound of Example 104 with 3-(piperidin-1-yl)propyl chloride essentially as previously described mp 138° C., IR, NMR, MS. 584 The reactants are BrC1=CC=C2C=CNC2=C1 (6-bromo-1H-indole), N1CCCC1 (Pyrrolidine), C([O-])([O-])=O.[Cs+].[Cs+] (cesium carbonate), N1[C@H](C(=O)O)CCC1 (L-proline). Reagents/catalysts: [Cu]I (copper (I) iodide). Solvent: CS(=O)C (DMSO). Run at temperature 94 celsius, time 20 hour. Product: N1(CCCC1)C1=CC=C2C=CNC2=C1 (6-(pyrrolidin-1-yl)-1H-indole). Isolated yield 56.1%. As a reaction SMILES: Br[C:2]1[CH:10]=[C:9]2[C:5]([CH:6]=[CH:7][NH:8]2)=[CH:4][CH:3]=1.[NH:11]1[CH2:15][CH2:14][CH2:13][CH2:12]1.C(=O)([O-])[O-].[Cs+].[Cs+].N1CCC[C@H]1C(O)=O>CS(C)=O.[Cu]I>[N:11]1([C:2]2[CH:10]=[C:9]3[C:5]([CH:6]=[CH:7][NH:8]3)=[CH:4][CH:3]=2)[CH2:15][CH2:14][CH2:13][CH2:12]1 |f:2.3.4|. Procedure: A solution of 6-bromo-1H-indole (300 mg, 1.53 mmol) in DMSO (2 mL) was placed in a 10 mL sealed tube and sparged with nitrogen. Pyrrolidine (1.09 g, 15.33 mmol) was then added, followed by the addition of cesium carbonate (1 g, 3.07 mmol), copper (I) iodide (30 mg, 0.16 mmol), and L-proline (200 mg, 1.74 mmol). The resulting solution was stirred for 20 hours at 94° C. The reaction mixture was then quenched by the addition of iced water (30 mL). The resulting solution was extracted with ethyl ace... The reactants are NC=1N=CN(C1C(=O)N)CC1=CC=C(C=C1)F (4-amino-1-(4-fluorobenzyl)-5-imidazole carboxamide), C(C1=CN=CC=C1)(=O)O (nicotinic acid). Yields the product FC1=CC=C(CN2C=NC(=C2C(=O)N)NC(=O)C=2C=NC=CC2)C=C1 (1-(4-fluorobenzyl)-4-(3-pyridylcarbonylamino)-5-imidazolecarboxamide). The yield is 79.0%. Reaction SMILES: [NH2:1][C:2]1[N:3]=[CH:4][N:5]([CH2:10][C:11]2[CH:16]=[CH:15][C:14]([F:17])=[CH:13][CH:12]=2)[C:6]=1[C:7]([NH2:9])=[O:8].[C:18](O)(=[O:25])[C:19]1[CH:24]=[CH:23][CH:22]=[N:21][CH:20]=1>>[F:17][C:14]1[CH:15]=[CH:16][C:11]([CH2:10][N:5]2[C:6]([C:7]([NH2:9])=[O:8])=[C:2]([NH:1][C:18]([C:19]3[CH:20]=[N:21][CH:22]=[CH:23][CH:24]=3)=[O:25])[N:3]=[CH:4]2)=[CH:12][CH:13]=1. Procedure: An amidation reaction and post-treatment were carried out under the same conditions as in Example 19, using 1.50 g (6.38 mmol) of 4-amino-1-(4-fluorobenzyl)-5-imidazole carboxamide which was prepared in the same manner as in Example 58 and nicotinic acid instead of cyclopentylacetic acid to obtain 1.70 g of 1-(4-fluorobenzyl)-4-(3-pyridylcarbonylamino)-5-imidazolecarboxamide (yield 79%). Reactants: C(CCCCCCCCCCCCC)NCCCCCCCCCCCCCC (ditetradecylamine), OO (hydrogen peroxide). Solvent: C(CC)O (n-propanol). Product: C(CCCCCCCCCCCCC)N(O)CCCCCCCCCCCCCC (N,N-Di(tetradecyl)hydroxylamine). Reaction SMILES: [CH2:1]([NH:15][CH2:16][CH2:17][CH2:18][CH2:19][CH2:20][CH2:21][CH2:22][CH2:23][CH2:24][CH2:25][CH2:26][CH2:27][CH2:28][CH3:29])[CH2:2][CH2:3][CH2:4][CH2:5][CH2:6][CH2:7][CH2:8][CH2:9][CH2:10][CH2:11][CH2:12][CH2:13][CH3:14].[OH:30]O>C(O)CC>[CH2:16]([N:15]([CH2:1][CH2:2][CH2:3][CH2:4][CH2:5][CH2:6][CH2:7][CH2:8][CH2:9][CH2:10][CH2:11][CH2:12][CH2:13][CH3:14])[OH:30])[CH2:17][CH2:18][CH2:19][CH2:20][CH2:21][CH2:22][CH2:23][CH2:24][CH2:25][CH2:26][CH2:27][CH2:28][CH3:29]. Procedure: The general procedure of Example 5 is followed using, at 50 to 55° C., 50 grams (0.12 mol) of ditetradecylamine, 200 ml of n-propanol and 8.3 grams (0.12 mol) of 50% aqueous hydrogen peroxide solution. The above-named product is obtained in a yield of 33.4 grams (64%) as white needles melting at 97-99° C.